This data is from the Open Reaction Database (ORD), a public repository of structured organic reaction records. The task is: describe an organic reaction: reactants, conditions, products, and yield The reactants are Cc1cc2ccccc2n1C, CO, [I-], I, [K+], S=C1NCCN1, O. Yields the product Cc1c(SC2=NCCN2)c2ccccc2n1C, I. Reaction SMILES: [CH3:1][n:2]1[c:3]([CH3:11])[cH:4][c:5]2[cH:6][cH:7][cH:8][cH:9][c:10]12.[CH3:21][OH:22].[I-:20].[I:18].[K+:19].[NH:12]1[C:13](=[S:17])[NH:14][CH2:15][CH2:16]1.[OH2:23]>>[CH3:1][n:2]1[c:3]([CH3:11])[c:4]([S:17][C:13]2=[N:12][CH2:16][CH2:15][NH:14]2)[c:5]2[cH:6][cH:7][cH:8][cH:9][c:10]12.[IH:20]. Starting materials: Cc1cc(C)c(CNC(=O)c2cc(Br)nc3c2cnn3C(C)C)c(=O)[nH]1, O=C([O-])[O-], C1COCCO1, CN1CCN(c2ccc(B3OC(C)(C)C(C)(C)O3)cn2)CC1, CCOC(C)=O, [Na+], [Na+], O, c1ccc(P(c2ccccc2)(c2ccccc2)[Pd](P(c2ccccc2)(c2ccccc2)c2ccccc2)(P(c2ccccc2)(c2ccccc2)c2ccccc2)P(c2ccccc2)(c2ccccc2)c2ccccc2)cc1. Product: Cc1cc(C)c(CNC(=O)c2cc(-c3ccc(N4CCN(C)CC4)nc3)nc3c2cnn3C(C)C)c(=O)[nH]1. As a reaction SMILES: [Br:1][c:2]1[cH:3][c:4]([C:14](=[O:15])[NH:16][CH2:17][c:18]2[c:19](=[O:26])[nH:20][c:21]([CH3:25])[cH:22][c:23]2[CH3:24])[c:5]2[c:6]([n:7]1)[n:8]([CH:11]([CH3:12])[CH3:13])[n:9][cH:10]2.[C:49](=[O:50])([O-:51])[O-:52].[CH2:61]1[O:62][CH2:63][CH2:64][O:65][CH2:66]1.[CH3:27][N:28]1[CH2:29][CH2:30][N:31]([c:34]2[n:35][cH:36][c:37]([B:40]3[O:41][C:42]([CH3:43])([CH3:44])[C:45]([CH3:46])([CH3:47])[O:48]3)[cH:38][cH:39]2)[CH2:32][CH2:33]1.[CH3:55][CH2:56][O:57][C:58]([CH3:59])=[O:60].[Na+:53].[Na+:54].[OH2:67].[cH:68]1[cH:69][cH:70][c:71]([P:72]([Pd:73]([P:74]([c:75]2[cH:76][cH:77][cH:78][cH:79][cH:80]2)([c:81]2[cH:82][cH:83][cH:84][cH:85][cH:86]2)[c:87]2[cH:88][cH:89][cH:90][cH:91][cH:92]2)([P:93]([c:94]2[cH:95][cH:96][cH:97][cH:98][cH:99]2)([c:100]2[cH:101][cH:102][cH:103][cH:104][cH:105]2)[c:106]2[cH:107][cH:108][cH:109][cH:110][cH:111]2)[P:112]([c:113]2[cH:114][cH:115][cH:116][cH:117][cH:118]2)([c:119]2[cH:120][cH:121][cH:122][cH:123][cH:124]2)[c:125]2[cH:126][cH:127][cH:128][cH:129][cH:130]2)([c:131]2[cH:132][cH:133][cH:134][cH:135][cH:136]2)[c:137]2[cH:138][cH:139][cH:140][cH:141][cH:142]2)[cH:143][cH:144]1>>[c:2]1(-[c:37]2[cH:36][n:35][c:34]([N:31]3[CH2:30][CH2:29][N:28]([CH3:27])[CH2:33][CH2:32]3)[cH:39][cH:38]2)[cH:3][c:4]([C:14](=[O:15])[NH:16][CH2:17][c:18]2[c:19](=[O:26])[nH:20][c:21]([CH3:25])[cH:22][c:23]2[CH3:24])[c:5]2[c:6]([n:7]1)[n:8]([CH:11]([CH3:12])[CH3:13])[n:9][cH:10]2. The reactants are BrC1=C(C=CC2=CC=CC=C12)O (1-bromo-2-hydroxynaphthalene), IC1=C(C=CC2=CC=CC=C12)O (1-iodo-2-hydroxynaphthalene). Product: BrC1=C(C=CC2=CC=CC=C12)OC (1-bromo-2-methoxynaphthalene), IC1=C(C=CC2=CC=CC=C12)OC (1-iodo-2-methoxynaphthalene). Reaction SMILES: [Br:1][C:2]1[C:11]2[C:6](=[CH:7][CH:8]=[CH:9][CH:10]=2)[CH:5]=[CH:4][C:3]=1[OH:12].[I:13][C:14]1[C:23]2[C:18](=[CH:19][CH:20]=[CH:21][CH:22]=2)[CH:17]=[CH:16][C:15]=1[OH:24]>>[Br:1][C:2]1[C:11]2[C:6](=[CH:7][CH:8]=[CH:9][CH:10]=2)[CH:5]=[CH:4][C:3]=1[O:12][CH3:14].[I:13][C:14]1[C:23]2[C:18](=[CH:19][CH:20]=[CH:21][CH:22]=2)[CH:17]=[CH:16][C:15]=1[O:24][CH3:2]. Procedure: Repeating this procedure with 1-bromo-2-hydroxynaphthalene or 1-iodo-2-hydroxynaphthalene yields 1-bromo-2-methoxynaphthalene or 1-iodo-2-methoxynaphthalene, respectively. Starting materials: CO (methanol), [Si](C)(C)(C(C)(C)C)OC[C@@H]1C(C([C@@H](O1)N1C(=O)NC(=O)C=C1)=O)=CN(C)C (5'-O-(t-Butyldimethylsilyl)-2',3'-dideoxy-3'-(N,N-dimethylamino-methylene)-2'-oxo-uridine), FC(S(=O)(=O)N=[N+]=[N-])(F)F (trifluoromethanesulfonyl azide). Solvent: C(Cl)Cl (methylene chloride). Run at temperature 60 celsius. Yields the product [Si](C)(C)(C(C)(C)C)OC[C@@H]1C(C([C@@H](O1)N1C(=O)NC(=O)C=C1)=O)=[N+]=[N-] (5'-O-(t-Butyldimethylsilyl)-2',3'-dideoxy-3'-diazo-2'-oxo-uridine). Isolated yield 77.0%. Reaction SMILES: [Si:1]([O:8][CH2:9][C@H:10]1[O:14][C@@H:13]([N:15]2[CH:22]=[CH:21][C:19](=[O:20])[NH:18][C:16]2=[O:17])[C:12](=[O:23])[C:11]1=CN(C)C)([C:4]([CH3:7])([CH3:6])[CH3:5])([CH3:3])[CH3:2].FC(F)(F)S([N:33]=[N+:34]=[N-])(=O)=O.CO>C(Cl)Cl>[Si:1]([O:8][CH2:9][C@H:10]1[O:14][C@@H:13]([N:15]2[CH:22]=[CH:21][C:19](=[O:20])[NH:18][C:16]2=[O:17])[C:12](=[O:23])[C:11]1=[N+:33]=[N-:34])([C:4]([CH3:7])([CH3:6])[CH3:5])([CH3:3])[CH3:2]. Procedure: 5'-O-(t-Butyldimethylsilyl)-2',3'-dideoxy-3'-(N,N-dimethylamino-methylene)-2'-oxo-uridine (1.78 g, 4.5 mmol), from Step 6, was added to the trifluoromethanesulfonyl azide solution and the reaction mixture was heated at 60° C. for 2.5 h under a nitrogen atmosphere. The solvents were evaporated in vacuo to a syrup (2.8 g) which was dissolved in 10 mL of methylene chloride and purified by flash chromatography (5 psi) on a silica gel column (2×35 cm) eluted with 200 mL of methylene chloride, 200 mL ... Starting materials: O=[N+]([O-])c1ccc(Br)c(O)c1, CO, O=[N+]([O-])c1ccc(C(F)(F)F)c(O)c1. Yields the product Nc1ccc(C(F)(F)F)c(O)c1. RXN SMILES: [Br:15][c:16]1[cH:17][cH:18][c:19]([N+:20]([O-:21])=[O:22])[cH:23][c:24]1[OH:25].[CH3:26][OH:27].[N+:1]([O-:2])(=[O:3])[c:4]1[cH:5][cH:6][c:7]([C:11]([F:12])([F:13])[F:14])[c:8]([OH:10])[cH:9]1>>[NH2:1][c:4]1[cH:5][cH:6][c:7]([C:11]([F:12])([F:13])[F:14])[c:8]([OH:10])[cH:9]1. Starting materials: NC1=C(C(=NC(=C1F)C1CCC1)C=O)Cl (4-amino-3-chloro-6-cyclobutyl-5-fluoropicolinaldehyde), CC(C)=CC (2-methylbut-2-ene), P(=O)(O)([O-])[O-].[Na+].[Na+] (sodium hydrogenphosphate), Cl(=O)[O-].[Na+] (sodium chlorite). Run in C(C)(C)(C)O (t-butanol), O (water). Reaction conditions: temperature 70 celsius, time 8 hour. The product is NC1=C(C(=NC(=C1F)C1CCC1)C(=O)O)Cl (4-Amino-3-chloro-6-cyclobutyl-5-fluoropicolinic acid). Reaction SMILES: [NH2:1][C:2]1[C:7]([F:8])=[C:6]([CH:9]2[CH2:12][CH2:11][CH2:10]2)[N:5]=[C:4]([CH:13]=[O:14])[C:3]=1[Cl:15].CC(=CC)C.P([O-])([O-])(O)=[O:22].[Na+].[Na+].Cl([O-])=O.[Na+]>O.C(O)(C)(C)C>[NH2:1][C:2]1[C:7]([F:8])=[C:6]([CH:9]2[CH2:10][CH2:11][CH2:12]2)[N:5]=[C:4]([C:13]([OH:22])=[O:14])[C:3]=1[Cl:15] |f:2.3.4,5.6|. Reported procedure: A microwave vial equipped with a magnetic stir bar was charged with 4-amino-3-chloro-6-cyclobutyl-5-fluoropicolinaldehyde (209 mg, 0.914 mmol) and t-butanol (4.57 mL). The mixture was treated with water (1.523 mL), 2-methylbut-2-ene (0.8 mL, 0.914 mmol), sodium hydrogenphosphate (260 mg, 1.828 mmol), and finally sodium chlorite (248 mg, 2.74 mmol) was added in one portion. The mixture was heated to 70° C. in the microwave for 2 h. After stiffing at room temperature overnight, an aliquot of the r... Starting materials: ClC=1C=C(C(=NC1)C(O)C=1C(=NC=CC1C)C)[N+](=O)[O-] ((5-chloro-3-nitro-pyridin-2-yl)-(2,4-dimethyl-pyridin-3-yl)-methanol), CC(=O)OI1(C=2C=CC=CC2C(=O)O1)(OC(=O)C)OC(=O)C (Dess-Martin periodinane), [O-]S(=O)(=S)[O-].[Na+].[Na+] (Na2S2O3), C(=O)(O)[O-].[Na+] (NaHCO3). The solvent is C(Cl)Cl (CH2Cl2). Run at time 5 hour. The product is ClC=1C=C(C(=NC1)C(=O)C=1C(=NC=CC1C)C)[N+](=O)[O-] ((5-chloro-3-nitro-pyridin-2-yl)-(2,4-dimethyl-pyridin-3-yl)-methanone). Reaction SMILES: [Cl:1][C:2]1[CH:3]=[C:4]([N+:18]([O-:20])=[O:19])[C:5]([CH:8]([C:10]2[C:11]([CH3:17])=[N:12][CH:13]=[CH:14][C:15]=2[CH3:16])[OH:9])=[N:6][CH:7]=1.CC(OI1(OC(C)=O)(OC(C)=O)OC(=O)C2C=CC=CC1=2)=O.[O-]S([O-])(=S)=O.[Na+].[Na+].C([O-])(O)=O.[Na+]>C(Cl)Cl>[Cl:1][C:2]1[CH:3]=[C:4]([N+:18]([O-:20])=[O:19])[C:5]([C:8]([C:10]2[C:11]([CH3:17])=[N:12][CH:13]=[CH:14][C:15]=2[CH3:16])=[O:9])=[N:6][CH:7]=1 |f:2.3.4,5.6|. Reported procedure: A mixture of (5-chloro-3-nitro-pyridin-2-yl)-(2,4-dimethyl-pyridin-3-yl)-methanol (1.46 g) and Dess-Martin periodinane (2.52 g, 5.91 mmol) in CH2Cl2 (15 mL) at room temperature was stirred for 5 h. A mixture of 10% aqueous Na2S2O3 (10 mL) and saturated aqueous NaHCO3 (10 mL) was then added and the biphasic mixture vigorously stirred for 30 min. The phases were then separated and the aqueous portion extracted with CH2Cl2. The combined organic extracts were washed with saturated aqueous NaHCO3, th... Reactants: FC(OC=1C=C(C=CC1)C(C(=O)O)C1=CC(=CC=C1)OC(F)(F)F)(F)F (2,2-bis(3-(trifluoromethoxy)phenyl)acetic acid), [Li]CCCC (nBuLi), BrCC1=NC=CC=N1 (2-(Bromomethyl)pyrimidine). Run in C1CCOC1 (THF), C1CCOC1 (THF). Reaction conditions: temperature -15 celsius, time 45 minute. Yields the product N1=C(N=CC=C1)CC(C(=O)O)(C1=CC(=CC=C1)OC(F)(F)F)C1=CC(=CC=C1)OC(F)(F)F (3-(pyrimidin-2-yl)-2,2-bis(3-(trifluoromethoxy)phenyl)propanoic acid). Reaction SMILES: [F:1][C:2]([F:26])([F:25])[O:3][C:4]1[CH:5]=[C:6]([CH:10]([C:14]2[CH:19]=[CH:18][CH:17]=[C:16]([O:20][C:21]([F:24])([F:23])[F:22])[CH:15]=2)[C:11]([OH:13])=[O:12])[CH:7]=[CH:8][CH:9]=1.[Li]CCCC.Br[CH2:33][C:34]1[N:39]=[CH:38][CH:37]=[CH:36][N:35]=1>C1COCC1>[N:35]1[CH:36]=[CH:37][CH:38]=[N:39][C:34]=1[CH2:33][C:10]([C:14]1[CH:19]=[CH:18][CH:17]=[C:16]([O:20][C:21]([F:24])([F:23])[F:22])[CH:15]=1)([C:6]1[CH:7]=[CH:8][CH:9]=[C:4]([O:3][C:2]([F:25])([F:26])[F:1])[CH:5]=1)[C:11]([OH:13])=[O:12]. Procedure: At −15° C. to a solution of 2,2-bis(3-(trifluoromethoxy)phenyl)acetic acid prepared as described in Procedure 73 (607 mg, 1.6 mmol) in THF (6 mL) was added nBuLi (1.6 mL, 2M in hexane, 3.2 mmol). The mixture was stirred at −15° C. for 45 min. 2-(Bromomethyl)pyrimidine (412 mg, crude) in THF (1 mL) was added and the reaction mixture was allowed to warm to rt and stirred for 18 h, then quenched with saturated NH4Cl. The aqueous layer was extracted with EtOAc (3×50 mL). The combined organic layer w...